The task is: describe an organic reaction: reactants, conditions, products, and yield. This data is from the Open Reaction Database (ORD), a public repository of structured organic reaction records. The reactants are BrC=1C(N(C(=NC1Cl)C)C)=O (5-bromo-6-chloro-2,3-dimethyl-4(3H)-pyrimidinone), CC1=CC=C(CS)C=C1 (4-methylbenzyl mercaptan), O (water), C([O-])([O-])=O.[Na+].[Na+] (sodium carbonate). Run in CO (methanol). Conditions: time 3 hour. The product is BrC=1C(N(C(=NC1SCC1=CC=C(C=C1)C)C)C)=O (5bromo-6-(4'-methylbenzylthio)-2,3-dimethyl-4(3H)-pyrimidinone). Isolated yield 85.4%. Reaction SMILES: [Br:1][C:2]1[C:3](=[O:11])[N:4]([CH3:10])[C:5]([CH3:9])=[N:6][C:7]=1Cl.[CH3:12][C:13]1[CH:20]=[CH:19][C:16]([CH2:17][SH:18])=[CH:15][CH:14]=1.C(=O)([O-])[O-].[Na+].[Na+].O>CO>[Br:1][C:2]1[C:3](=[O:11])[N:4]([CH3:10])[C:5]([CH3:9])=[N:6][C:7]=1[S:18][CH2:17][C:16]1[CH:19]=[CH:20][C:13]([CH3:12])=[CH:14][CH:15]=1 |f:2.3.4|. Reported procedure: In 10 ml of methanol were dissolved 0.59 g of 5-bromo-6-chloro-2,3-dimethyl-4(3H)-pyrimidinone and 0.35 g of 4-methylbenzyl mercaptan and then 0.25 g of sodium carbonate was added thereto. The resulting mixture was stirred for 3 hours at room temperature. The solution thus obtained was poured into water and extracted with benzene. The extract was washed with water and dried over anhydrous sodium sulfate. Solvent was distilled off therefrom under reduced pressure to give an oil. The oil thus obta... Reactants: BrCC(=O)C1=CC(=C(C(=C1)C(C)(C)C)O)C(C)(C)C (2-bromo-1-(3,5-di-tert.butyl-4-hydroxyphenyl)-ethanone), CN(C(NN)=S)C (4,4-dimethylthiosemicarbazide), C(C)(=O)OCC (ethyl acetate). Reported procedure: 196.4 g (0.6 mol) of 2-bromo-1-(3,5-di-tert.butyl-4-hydroxyphenyl)-ethanone from step (a) and 59.6 g (0.5 mol) of 4,4-dimethylthiosemicarbazide were suspended in 1500 ml of ethanol and slowly heated to 70° C. while stirring, a clear solution being produced. The solution was stirred at this temperature for 10 minutes and then cooled, and the solvent was removed under reduced pressure. Washing the residue, produced as an oil, by stirring with 500 ml of ethyl acetate produced a batch of crystals, w... Conditions: temperature 70 celsius. The solvent is C(C)O (ethanol), ethyl ester. RXN SMILES: [Br:1][CH2:2][C:3]([C:5]1[CH:10]=[C:9]([C:11]([CH3:14])([CH3:13])[CH3:12])[C:8]([OH:15])=[C:7]([C:16]([CH3:19])([CH3:18])[CH3:17])[CH:6]=1)=O.[CH3:20][N:21]([CH3:26])[C:22](=[S:25])[NH:23][NH2:24].C(OCC)(=O)C>C(O)C>[BrH:1].[C:16]([C:7]1[CH:6]=[C:5]([C:3]2[CH2:2][S:25][C:22]([N:21]([CH3:26])[CH3:20])=[N:23][N:24]=2)[CH:10]=[C:9]([C:11]([CH3:14])([CH3:13])[CH3:12])[C:8]=1[OH:15])([CH3:19])([CH3:18])[CH3:17] |f:4.5|. Yields the product Br.C(C)(C)(C)C=1C=C(C=C(C1O)C(C)(C)C)C1=NN=C(SC1)N(C)C (5-(3,5-di-tert.butyl-4-hydroxyphenyl)-2-dimethylamino-6H-1,3,4-thiadiazine hydrobromide). Reactants: BrC=1C=C(C(=O)O)C=CC1F (3-bromo-4-fluoro-benzoic acid), S(=O)(Cl)Cl (thionyl chloride), CCO (EtOH). The solvent is C(C)(=O)OCC (ethyl acetate). The product is BrC=1C=C(C(=O)OCC)C=CC1F (Ethyl 3-bromo-4-fluorobenzoate). Yield: 90.3%. Reaction SMILES: [Br:1][C:2]1[CH:3]=[C:4]([CH:8]=[CH:9][C:10]=1[F:11])[C:5]([OH:7])=[O:6].S(Cl)(Cl)=O.[CH3:16][CH2:17]O>C(OCC)(=O)C>[Br:1][C:2]1[CH:3]=[C:4]([CH:8]=[CH:9][C:10]=1[F:11])[C:5]([O:7][CH2:16][CH3:17])=[O:6]. Procedure details: To a solution of compound 3-bromo-4-fluoro-benzoic acid (430 g, 1.97 mol, 1 eq) in EtOH (2.3 L) was added dropwise thionyl chloride (287 mL, 3.94 mol, 2 eq) at 10° C. Then the mixture was heated to reflux overnight. The mixture was concentrated in vacuum to give a residue. The residue was dissolved in ethyl acetate (800 mL), washed with aqueous sodium hydrogen carbonate, brine (300 mL) and water (200 mL), then concentrated in vacuo to give title compound as a white solid (440 g, 1.78 mol, 90.3%)...